From a dataset of the Open Reaction Database (ORD), a public repository of structured organic reaction records. describe an organic reaction: reactants, conditions, products, and yield Starting materials: FC=1C=NC=C(C1SC1=C(C=C(S1)C(=O)O)[N+](=O)[O-])F (5-((3,5-difluoropyridin-4-yl)thio)-4-nitrothiophene-2-carboxylic acid), CN(CCCOC1=CC=C(N)C=C1)C (4-(3-(dimethylamino)propoxy)aniline). The product is FC=1C=NC=C(C1SC1=C(C=C(S1)C(=O)NC1=CC=C(C=C1)OCCCN(C)C)[N+](=O)[O-])F (5-((3,5-difluoropyridin-4-yl)thio)-N-(4-(3-(dimethylamino)propoxy)phenyl)-4-nitrothiophene-2-carboxamide), solid. Yield: 15.0%. RXN SMILES: [F:1][C:2]1[CH:3]=[N:4][CH:5]=[C:6]([F:20])[C:7]=1[S:8][C:9]1[S:13][C:12]([C:14]([OH:16])=O)=[CH:11][C:10]=1[N+:17]([O-:19])=[O:18].[CH3:21][N:22]([CH3:34])[CH2:23][CH2:24][CH2:25][O:26][C:27]1[CH:33]=[CH:32][C:30]([NH2:31])=[CH:29][CH:28]=1>>[F:20][C:6]1[CH:5]=[N:4][CH:3]=[C:2]([F:1])[C:7]=1[S:8][C:9]1[S:13][C:12]([C:14]([NH:31][C:30]2[CH:29]=[CH:28][C:27]([O:26][CH2:25][CH2:24][CH2:23][N:22]([CH3:21])[CH3:34])=[CH:33][CH:32]=2)=[O:16])=[CH:11][C:10]=1[N+:17]([O-:19])=[O:18]. Reported procedure: Prepared according to the procedure described for example 44 from 5-((3,5-difluoropyridin-4-yl)thio)-4-nitrothiophene-2-carboxylic acid (25 mg, 0.79 mmol) and 4-(3-(dimethylamino)propoxy)aniline (26.7 mg, 0.79 mmol). The title compound was obtained as a solid (12 mg, 15%). MS m/z: 495.10, [M+H]+. Starting materials: FC1=C(C=C(C=C1)F)C(=O)N(CCC)CC1=NC2=C(N1CCC)C=CC(=C2)CO ((2,5-difluorophenyl)-N-{[5-(hydroxymethyl)-1-propylbenzimidazol-2-yl]methyl}-N-propylcarboxamide), S(=O)(Cl)Cl (thionyl chloride). Yields the product FC1=C(C=C(C=C1)F)C(=O)N(CCC)CC1=NC2=C(N1CCC)C=CC(=C2)CCl ((2,5-difluorophenyl)-N-{[5-(chloromethyl)-1-propylbenzimidazol-2-yl]methyl}-N-propylcarboxamide). The yield is 93.0%. Reaction SMILES: [F:1][C:2]1[CH:7]=[CH:6][C:5]([F:8])=[CH:4][C:3]=1[C:9]([N:11]([CH2:15][C:16]1[N:20]([CH2:21][CH2:22][CH3:23])[C:19]2[CH:24]=[CH:25][C:26]([CH2:28]O)=[CH:27][C:18]=2[N:17]=1)[CH2:12][CH2:13][CH3:14])=[O:10].S(Cl)([Cl:32])=O>>[F:1][C:2]1[CH:7]=[CH:6][C:5]([F:8])=[CH:4][C:3]=1[C:9]([N:11]([CH2:15][C:16]1[N:20]([CH2:21][CH2:22][CH3:23])[C:19]2[CH:24]=[CH:25][C:26]([CH2:28][Cl:32])=[CH:27][C:18]=2[N:17]=1)[CH2:12][CH2:13][CH3:14])=[O:10]. Procedure: (2,5-difluorophenyl)-N-{[5-(hydroxymethyl)-1-propylbenzimidazol-2-yl]methyl}-N-propylcarboxamide 0.96 g (2.3 mmole) is treated with 30 mL of thionyl chloride for 15 min a room temperature. The resulting mixture is concentrated in vacuo and partitioned between 100 mL sat NaHCO3 and 100 mL of ethyl acetate. The ethyl acetate layer is dried over anhydrous Na2SO4 and concentrated in vacuo. The resulting oil is chroamtoagraphed 50% ethyl acetate/hexanes to afford 0.9 g (93%) of (2,5-difluorophenyl)-N... Starting materials: Cc1nsc(NC(=O)c2cc(OCc3ccccc3)cc(OC(C)C)c2)n1, O=C(O)C(F)(F)F, CSc1ccccc1. The product is Cc1nsc(NC(=O)c2cc(O)cc(OC(C)C)c2)n1. RXN SMILES: [CH3:1][CH:2]([CH3:3])[O:4][c:5]1[cH:6][c:7]([C:8](=[O:9])[NH:10][c:11]2[n:12][c:13]([CH3:16])[n:14][s:15]2)[cH:17][c:18]([O:20][CH2:21][c:22]2[cH:23][cH:24][cH:25][cH:26][cH:27]2)[cH:19]1.[OH:36][C:37]([C:38]([F:39])([F:40])[F:41])=[O:42].[c:28]1([S:29][CH3:30])[cH:31][cH:32][cH:33][cH:34][cH:35]1>>[CH3:1][CH:2]([CH3:3])[O:4][c:5]1[cH:6][c:7]([C:8](=[O:9])[NH:10][c:11]2[n:12][c:13]([CH3:16])[n:14][s:15]2)[cH:17][c:18]([OH:20])[cH:19]1. Starting materials: FC1=CC=C(C=2N=C(SC21)C=2C(=NC=C(C2)C=2C=NN(C2)C2CCNCC2)N)C(F)(F)F (3-(7-fluoro-4-trifluoromethylbenzothiazol-2-yl)-5-(1-piperidin-4-yl-1H-pyrazol-4-yl)-pyridin-2-ylamine), ClC1=CC=C(C=2N=C(SC21)I)C(F)(F)F (7-chloro-2-iodo-4-trifluoromethyl-1,3-benzothiazole). Yields the product ClC1=CC=C(C=2N=C(SC21)C=2C(=NC=C(C2)C=2C=NN(C2)C2CCNCC2)N)C(F)(F)F (3-(7-Chloro-4-trifluoromethylbenzothiazol-2-yl)-5-(1-piperidin-4-yl-1H-pyrazol-4-yl)-pyridin-2-ylamine). As a reaction SMILES: F[C:2]1[C:10]2[S:9][C:8]([C:11]3[C:12]([NH2:28])=[N:13][CH:14]=[C:15]([C:17]4[CH:18]=[N:19][N:20]([CH:22]5[CH2:27][CH2:26][NH:25][CH2:24][CH2:23]5)[CH:21]=4)[CH:16]=3)=[N:7][C:6]=2[C:5]([C:29]([F:32])([F:31])[F:30])=[CH:4][CH:3]=1.[Cl:33]C1C2SC(I)=NC=2C(C(F)(F)F)=CC=1>>[Cl:33][C:2]1[C:10]2[S:9][C:8]([C:11]3[C:12]([NH2:28])=[N:13][CH:14]=[C:15]([C:17]4[CH:18]=[N:19][N:20]([CH:22]5[CH2:27][CH2:26][NH:25][CH2:24][CH2:23]5)[CH:21]=4)[CH:16]=3)=[N:7][C:6]=2[C:5]([C:29]([F:32])([F:30])[F:31])=[CH:4][CH:3]=1. Procedure: Following the procedure for 3-(7-fluoro-4-trifluoromethylbenzothiazol-2-yl)-5-(1-piperidin-4-yl-1H-pyrazol-4-yl)-pyridin-2-ylamine, using 7-chloro-2-iodo-4-trifluoromethyl-1,3-benzothiazole and conducting the Suzuki coupling at 70° C. for 3 h, the title compound was obtained as a yellow-green solid. 1H NMR (400 MHz, DMSO-d6): δ=2.14-2.36 (m, 4H), 3.05-3.18 (m, 2H), 3.37-3.44 (m, 2H), 4.01 (brs, 2H), 4.45-4.56 (m, 1H), 7.82 (d, J=8.4 Hz, 1H), 7.99 (d, J=8.4 Hz, 1H), 8.11 (s, 1H), 8.25 (brs, 1H), ... Starting materials: COC1=C(C=C(C=C1)C=CC(=O)OCC)C1=CC=2C(CCC(C2C=C1OCC1=CC(=CC=C1)OCOC)(C)C)(C)C (ethyl 3-{4-methoxy-3-[3-(3-methoxymethoxybenzyloxy)-5,5,8,8-tetramethyl-5,6,7,8-tetrahydro-2-naphthyl]phenyl}acrylate). Solvent: C(C)O (ethanol). The product is COC1=C(C=C(C=C1)C=CC(=O)O)C1=CC=2C(CCC(C2C=C1OCC1=CC(=CC=C1)O)(C)C)(C)C (3-{4-methoxy-3-[3-(3-hydroxybenzyloxy)-5,5,8,8-tetramethyl-5,6,7,8-tetrahydro-2-naphthyl]phenyl}acrylic Acid). Yield: 83.4%. RXN SMILES: [CH3:1][O:2][C:3]1[CH:8]=[CH:7][C:6]([CH:9]=[CH:10][C:11]([O:13]CC)=[O:12])=[CH:5][C:4]=1[C:16]1[C:25]([O:26][CH2:27][C:28]2[CH:33]=[CH:32][CH:31]=[C:30]([O:34]COC)[CH:29]=2)=[CH:24][C:23]2[C:22]([CH3:39])([CH3:38])[CH2:21][CH2:20][C:19]([CH3:41])([CH3:40])[C:18]=2[CH:17]=1>C(O)C>[CH3:1][O:2][C:3]1[CH:8]=[CH:7][C:6]([CH:9]=[CH:10][C:11]([OH:13])=[O:12])=[CH:5][C:4]=1[C:16]1[C:25]([O:26][CH2:27][C:28]2[CH:33]=[CH:32][CH:31]=[C:30]([OH:34])[CH:29]=2)=[CH:24][C:23]2[C:22]([CH3:39])([CH3:38])[CH2:21][CH2:20][C:19]([CH3:41])([CH3:40])[C:18]=2[CH:17]=1. Reported procedure: In a manner similar to that of Example 2(g) but in ethanol as solvent, starting from 1.9 g (3.4 mmol) of ethyl 3-{4-methoxy-3-[3-(3-methoxymethoxybenzyloxy)-5,5,8,8-tetramethyl-5,6,7,8-tetrahydro-2-naphthyl]phenyl}acrylate obtained in Example 30(d), 1.38 g (79%) of the expected compound was obtained in the form of a white powder having a melting point of 131°-133° C. Starting materials: O=C(c1ncc[nH]1)c1ncc[nH]1, CN(C)C=O, O=C(O)CCc1c(C=C2C(=O)Nc3ccc(Cl)cc32)[nH]c2c1CCCC2, NCCN1CCOCC1, O. The product is O=C(CCc1c(C=C2C(=O)Nc3ccc(Cl)cc32)[nH]c2c1CCCC2)NCCN1CCOCC1. Reaction SMILES: [C:27]([c:28]1[nH:29][cH:30][cH:31][n:32]1)([c:33]1[nH:34][cH:35][cH:36][n:37]1)=[O:38].[CH3:49][N:50]([CH3:51])[CH:52]=[O:53].[Cl:1][c:2]1[cH:3][c:4]2[c:8]([cH:9][cH:10]1)[NH:7][C:6](=[O:11])[C:5]2=[CH:12][c:13]1[nH:14][c:15]2[c:20]([c:21]1[CH2:22][CH2:23][C:24](=[O:25])[OH:26])[CH2:19][CH2:18][CH2:17][CH2:16]2.[NH2:39][CH2:40][CH2:41][N:42]1[CH2:43][CH2:44][O:45][CH2:46][CH2:47]1.[OH2:48]>>[Cl:1][c:2]1[cH:3][c:4]2[c:8]([cH:9][cH:10]1)[NH:7][C:6](=[O:11])[C:5]2=[CH:12][c:13]1[nH:14][c:15]2[c:20]([c:21]1[CH2:22][CH2:23][C:24](=[O:25])[NH:39][CH2:40][CH2:41][N:42]1[CH2:43][CH2:44][O:45][CH2:46][CH2:47]1)[CH2:19][CH2:18][CH2:17][CH2:16]2. Reaction conditions: time 30 minute. Reported procedure: To a suspension of 7-amino-1H-1,3-azaphospholo[4,5-d]pyrimidine (compound 10, 0.3 g, 2 mmol) in dry DMF (20 mL) was added sodium hydride (96 mg, 2.4 mmol) under an argon atmosphere. The mixture was stirred at ambient temperature for 30 min and 4-bromobutyl acetate (0.35 mL, 2.4 mmol) was added. After stirring for 3 h, DMF was evaporated and the residue was purified by chromatography over a silica gel column (2×15 cm). The column was flash eluted with dichloromethane containing 0-5% methanol. The... The yield is 63.9%. Run in CN(C)C=O (DMF). Yields the product NC=1C2=C(N=CN1)P=CN2CCCCOC(C)=O (7-Amino-1-(4-acetoxybutyl)-1,3-azaphospholo[4,5-d]pyrimidine). Starting materials: C(C)(=O)OCCCCBr (4-bromobutyl acetate), NC=1C2=C(N=CN1)P=CN2 (7-Amino-1H-1,3-azaphospholo[4,5-d]pyrimidine), NC=1C2=C(N=CN1)P=CN2 (7-Amino-1H-1,3-azaphospholo[4,5-d]pyrimidine), [H-].[Na+] (sodium hydride). RXN SMILES: [NH2:1][C:2]1[C:3]2[NH:10][CH:9]=[P:8][C:4]=2[N:5]=[CH:6][N:7]=1.[H-].[Na+].[C:13]([O:16][CH2:17][CH2:18][CH2:19][CH2:20]Br)(=[O:15])[CH3:14]>CN(C=O)C>[NH2:1][C:2]1[C:3]2[N:10]([CH2:20][CH2:19][CH2:18][CH2:17][O:16][C:13](=[O:15])[CH3:14])[CH:9]=[P:8][C:4]=2[N:5]=[CH:6][N:7]=1 |f:1.2|.